From a dataset of the Open Reaction Database (ORD), a public repository of structured organic reaction records. describe an organic reaction: reactants, conditions, products, and yield Reactants: C(CCCCCCCCCCC)SC1=CC=2C(C3=C(C4=CC=CC=C4C(=C3C(C2C=C1)=O)Cl)Cl)=O (2-n-dodecylthio-6,11-dichloronaphthacene-5,12-dione), C1(=CC=CC=C1)O (phenol), C([O-])([O-])=O.[K+].[K+] (potassium carbonate), CS(=O)C (DMSO). Solvent: C1(=CC=CC=C1)C (toluene). Product: C(CCCCCCCCCCC)SC1=CC=2C(C3=C(C4=CC=CC=C4C(=C3C(C2C=C1)=O)OC1=CC=CC=C1)OC1=CC=CC=C1)=O (2-n-Dodecylthio-6,11-diphenoxynaphthacene-5,12-dione). Isolated yield 106.4%. RXN SMILES: [CH2:1]([S:13][C:14]1[CH:31]=[CH:30][C:29]2[C:28](=[O:32])[C:27]3[C:18](=[C:19](Cl)[C:20]4[C:25]([C:26]=3Cl)=[CH:24][CH:23]=[CH:22][CH:21]=4)[C:17](=[O:35])[C:16]=2[CH:15]=1)[CH2:2][CH2:3][CH2:4][CH2:5][CH2:6][CH2:7][CH2:8][CH2:9][CH2:10][CH2:11][CH3:12].[C:36]1([OH:42])[CH:41]=[CH:40][CH:39]=[CH:38][CH:37]=1.[C:43](=[O:46])([O-])[O-].[K+].[K+].CS(C)=O>C1(C)C=CC=CC=1>[CH2:1]([S:13][C:14]1[CH:31]=[CH:30][C:29]2[C:28](=[O:32])[C:27]3[C:18](=[C:19]([O:46][C:43]4[CH:5]=[CH:4][CH:3]=[CH:2][CH:1]=4)[C:20]4[C:25]([C:26]=3[O:42][C:36]3[CH:41]=[CH:40][CH:39]=[CH:38][CH:37]=3)=[CH:24][CH:23]=[CH:22][CH:21]=4)[C:17](=[O:35])[C:16]=2[CH:15]=1)[CH2:2][CH2:3][CH2:4][CH2:5][CH2:6][CH2:7][CH2:8][CH2:9][CH2:10][CH2:11][CH3:12] |f:2.3.4|. Procedure: 0.20 g (0.38 mmol) of 2-n-dodecylthio-6,11-dichloronaphthacene-5,12-dione, 0.09 g (0.95 mmol) of phenol, 0.21 g (1.52 mmol) of potassium carbonate and 2 ml of DMSO are stirred for 75 minutes at 60° C. The mixture is taken up in toluene and extracted twice with toluene. The toluene phases are washed twice with water, dried over sodium sulfate and concentrated by evaporation. Recrystallisation from ether/pentane gives 0.13 g (54%) of the title compound A, m.p. 165°-8° C.; MS: 642 (M+ ; base peak).